This data is from the Open Reaction Database (ORD), a public repository of structured organic reaction records. The task is: describe an organic reaction: reactants, conditions, products, and yield Run at temperature -78 celsius, time 30 minute. Reaction SMILES: [C:1]([O:5][C:6]([NH:8][C@H:9]([C:16]1[CH:21]=[CH:20][CH:19]=[CH:18][CH:17]=1)[CH2:10][C:11](OCC)=[O:12])=[O:7])([CH3:4])([CH3:3])[CH3:2].CC(C[AlH]CC(C)C)C>>[O:12]=[CH:11][CH2:10][C@H:9]([NH:8][C:6](=[O:7])[O:5][C:1]([CH3:3])([CH3:2])[CH3:4])[C:16]1[CH:21]=[CH:20][CH:19]=[CH:18][CH:17]=1. Yields the product O=CC[C@@H](C1=CC=CC=C1)NC(OC(C)(C)C)=O (tert-Butyl [(1S)-3-oxo-1-phenylpropyl]carbamate). Procedure details: To a dry, cooled (−78° C.) solution of ethyl (3S)-3-[(tert-butoxycarbonyl)amino]-3-phenylpropanoate from Step A (1.00 g, 3.41 mmol) was added a solution of DiBAl—H (6.82 mL, 6.82 mmol, 1 M in CH2Cl2) slowly over 30 min. After an additional 30 min of stirring at −78° C., the reaction was quenched by the rapid addition of saturated aqueous Rochelle's salt (32 mL). The cooling bath was then removed and the reaction was allowed to rapidly stir until a noticeable decrease in the amount of emulsion wa... Reactants: C(C)(C)(C)OC(=O)N[C@@H](CC(=O)OCC)C1=CC=CC=C1 (Ethyl (3S)-3-[(tert-butoxycarbonyl)amino]-3-phenylpropanoate), CC(C)C[AlH]CC(C)C (DiBAl—H).